The task is: describe an organic reaction: reactants, conditions, products, and yield. This data is from the Open Reaction Database (ORD), a public repository of structured organic reaction records. Procedure details: 5-benzyloxyimidazo[1,2-a]pyridine and 8-benzyloxyimidazo[1,2-a]-pyridine. Starting materials: C(C1=CC=CC=C1)OC1=CC=CC=2N1C=CN2 (5-benzyloxyimidazo[1,2-a]pyridine), C(C1=CC=CC=C1)OC=1C=2N(C=CC1)C=CN2 (8-benzyloxyimidazo[1,2-a]-pyridine). The product is COC1=CC=CC=2N1C=CN2 (5-Methoxyimidazo[1,2-a]pyridine). Reaction SMILES: [CH2:1]([O:8][C:9]1[N:14]2[CH:15]=[CH:16][N:17]=[C:13]2[CH:12]=[CH:11][CH:10]=1)C1C=CC=CC=1.C(OC1C2N(C=CN=2)C=CC=1)C1C=CC=CC=1>>[CH3:1][O:8][C:9]1[N:14]2[CH:15]=[CH:16][N:17]=[C:13]2[CH:12]=[CH:11][CH:10]=1. Starting materials: resultant mixture, Cl.NO (hydroxylamine hydrochloride), C1(=CC=C(C=C1)S(=O)(=O)NC1=CC=C(C=C1)C=CC(=O)Cl)C1=CC=CC=C1 (3-[4-(Biphenyl-4-sulfonylamino)-phenyl]-acryloyl chloride). Run in O1CCCC1 (tetrahydrofuran), O1CCCC1 (tetrahydrofuran). Conditions: time 1 hour. The product is ONC(\C=C\C1=CC=C(C=C1)NS(=O)(=O)C1=CC=C(C=C1)C1=CC=CC=C1)=O ((E)-N-Hydroxy-3-[4-(4-biphenylsulfonylamino)-phenyl]-2-propenamide). As a reaction SMILES: Cl.[NH2:2][OH:3].[C:4]1([C:25]2[CH:30]=[CH:29][CH:28]=[CH:27][CH:26]=2)[CH:9]=[CH:8][C:7]([S:10]([NH:13][C:14]2[CH:19]=[CH:18][C:17]([CH:20]=[CH:21][C:22](Cl)=[O:23])=[CH:16][CH:15]=2)(=[O:12])=[O:11])=[CH:6][CH:5]=1>O1CCCC1>[OH:3][NH:2][C:22](=[O:23])/[CH:21]=[CH:20]/[C:17]1[CH:18]=[CH:19][C:14]([NH:13][S:10]([C:7]2[CH:8]=[CH:9][C:4]([C:25]3[CH:30]=[CH:29][CH:28]=[CH:27][CH:26]=3)=[CH:5][CH:6]=2)(=[O:12])=[O:11])=[CH:15][CH:16]=1 |f:0.1|. Reported procedure: To a suspension of hydroxylamine hydrochloride (0.27 g, 3.88 mmol) in tetrahydrofuran (5 ml) saturated NaHCO3 solution (3 ml) was added and the resultant mixture was stirred at ambient temperature for 10 min. To the reaction mixture a solution of crude 3-[3-(3-methoxy-phenylsulfamoyl)-phenyl]-acryloyl chloride (83a) (0.27 g, 0.68 mmol) in tetrahydrofuran (3.5 ml) was added and the mixture was stirred at ambient temperature for one hour. The reaction mixture was partitioned between ethyl acetate ... Starting materials: BrC1C=CCCC1 (3-bromocyclohexene), C(C)(C)N(CC)C(C)C (diisopropylethylamine), C(C1=CC=CC=C1)OC1=CC=C(C=C1)CC(C(NC(C)(C)C)=O)NC(C(CC(C)C)NC)=O (4-Methyl-2-methylamino-pentanoic acid [2-(4-benzyloxy-phenyl)-1-tert-butylcarbamoyl-ethyl]-amide). Solvent: C1CCOC1 (THF). Reaction conditions: temperature 50 celsius, time 18 hour. The product is C(C1=CC=CC=C1)OC1=CC=C(C=C1)CC(C(NC(C)(C)C)=O)NC(C(CC(C)C)N(C)C1C=CCCC1)=O (2-(Cyclohex-2-enyl-methyl-amino)-4-methyl-pentanoic acid [2-(4-benzyloxy-phenyl)-1-tert-butylcarbamoyl-ethyl]-amide). As a reaction SMILES: [CH2:1]([O:8][C:9]1[CH:14]=[CH:13][C:12]([CH2:15][CH:16]([NH:24][C:25](=[O:33])[CH:26]([NH:31][CH3:32])[CH2:27][CH:28]([CH3:30])[CH3:29])[C:17](=[O:23])[NH:18][C:19]([CH3:22])([CH3:21])[CH3:20])=[CH:11][CH:10]=1)[C:2]1[CH:7]=[CH:6][CH:5]=[CH:4][CH:3]=1.Br[CH:35]1[CH2:40][CH2:39][CH2:38][CH:37]=[CH:36]1.C(N(C(C)C)CC)(C)C>C1COCC1>[CH2:1]([O:8][C:9]1[CH:14]=[CH:13][C:12]([CH2:15][CH:16]([NH:24][C:25](=[O:33])[CH:26]([N:31]([CH:40]2[CH2:39][CH2:38][CH2:37][CH:36]=[CH:35]2)[CH3:32])[CH2:27][CH:28]([CH3:29])[CH3:30])[C:17](=[O:23])[NH:18][C:19]([CH3:20])([CH3:22])[CH3:21])=[CH:11][CH:10]=1)[C:2]1[CH:3]=[CH:4][CH:5]=[CH:6][CH:7]=1. Reported procedure: 4-Methyl-2-methylamino-pentanoic acid [2-(4-benzyloxy-phenyl)-1-tert-butylcarbamoyl-ethyl]-amide (Example 35) (1.0 mmol) was dissolved in THF (10 mL) and treated with 3-bromocyclohexene (1.5 mmol) and diisopropylethylamine (3 mmol). The reaction was stirred at 50° C. for 18 hours. Then the reaction mixture was allowed to cool to room temperature and concentrated to dryness. The residue was chromatographed on silica gel eluting with a gradient of 10-30% acetone/CH2Cl2 to give the title compound w... Reactants: C1CS(=O)(=O)CC1=O (tetrahydrothiophene-3-oxo-1,1-dioxide), [N+](=O)([O-])C1=C(C=O)C=CC=C1 (2-nitrobenzaldehyde), N\C(=C/C(=O)OC)\C (methyl 3-aminocrotonate). Solvent: C(C)O (ethanol). Product: OC12NC(=C(C(C1S(CC2)(=O)=O)C2=C(C=CC=C2)[N+](=O)[O-])C(=O)OC)C (Methyl 2,3,3a,4,7,7a-hexahydro-3a-hydroxy-5-methyl-7-(2-nitrophenyl)-1,1-dioxo-thieno[3,2-b]pyridine-6-carboxylate). As a reaction SMILES: [CH2:1]1[C:7](=[O:8])[CH2:6][S:3](=[O:5])(=[O:4])[CH2:2]1.[N+:9]([C:12]1[CH:19]=[CH:18][CH:17]=[CH:16][C:13]=1[CH:14]=O)([O-:11])=[O:10].[NH2:20]/[C:21](/[CH3:27])=[CH:22]\[C:23]([O:25][CH3:26])=[O:24]>C(O)C>[OH:8][C:7]12[CH2:1][CH2:2][S:3](=[O:5])(=[O:4])[CH:6]1[CH:14]([C:13]1[CH:16]=[CH:17][CH:18]=[CH:19][C:12]=1[N+:9]([O-:11])=[O:10])[C:22]([C:23]([O:25][CH3:26])=[O:24])=[C:21]([CH3:27])[NH:20]2. Procedure details: A solution of tetrahydrothiophene-3-oxo-1,1-dioxide (1.3 g, 0.01 moles), 2-nitrobenzaldehyde (1.5 g, 0.01 moles) and methyl 3-aminocrotonate (1.1 g, 0.01 moles) in ethanol (20 mL) was stirred overnight. The resulting crystals were isolated by filtration and washed 2× with ethanol and 2× with diethyl ether. After drying under high vacuum for 24 hours 2.54 g of product was obtained, mp 175°-179° C. (dec). The reactants are CC(C)Cn1cnc2c(N)nc3ccccc3c21, [NH4+], [OH-], O=[N+]([O-])O, O=S(=O)(O)O. Product: CC(C)Cn1cnc2c(N)nc3ccc([N+](=O)[O-])cc3c21. RXN SMILES: [CH3:1][CH:2]([CH3:3])[CH2:4][n:5]1[cH:6][n:7][c:8]2[c:9]([NH2:10])[n:11][c:12]3[cH:13][cH:14][cH:15][cH:16][c:17]3[c:18]12.[NH4+:23].[OH-:24].[OH:19][N+:20]([O-:21])=[O:22].[S:25](=[O:26])(=[O:27])([OH:28])[OH:29]>>[CH3:1][CH:2]([CH3:3])[CH2:4][n:5]1[cH:6][n:7][c:8]2[c:9]([NH2:10])[n:11][c:12]3[cH:13][cH:14][c:15]([N+:20](=[O:19])[O-:21])[cH:16][c:17]3[c:18]12. The reactants are [H-].[Na+] (Sodium hydride), [Si](C)(C)(C(C)(C)C)OCCCNC1=NC(=NC=C1F)Cl (N-(3-{[tert-butyl(dimethyl)silyl]oxy}propyl)-2-chloro-5-fluoro-4-pyrimidinamine), CI (Methyl iodide). The solvent is CN(C)C=O (DMF). Run at time 30 minute. Product: [Si](C)(C)(C(C)(C)C)OCCCN(C1=NC(=NC=C1F)Cl)C (N-(3-{[tert-butyl(dimethyl)silyl]oxy}propyl)-2-chloro-5-fluoro-N-methyl-4-pyrimidinamine). The yield is 98.6%. Reaction SMILES: [H-].[Na+].[Si:3]([O:10][CH2:11][CH2:12][CH2:13][NH:14][C:15]1[C:20]([F:21])=[CH:19][N:18]=[C:17]([Cl:22])[N:16]=1)([C:6]([CH3:9])([CH3:8])[CH3:7])([CH3:5])[CH3:4].[CH3:23]I>CN(C=O)C>[Si:3]([O:10][CH2:11][CH2:12][CH2:13][N:14]([CH3:23])[C:15]1[C:20]([F:21])=[CH:19][N:18]=[C:17]([Cl:22])[N:16]=1)([C:6]([CH3:9])([CH3:7])[CH3:8])([CH3:5])[CH3:4] |f:0.1|. Reported procedure: Sodium hydride (0.4 g, 16.76 mmol) was added to a solution of N-(3-{[tert-butyl(dimethyl)silyl]oxy}propyl)-2-chloro-5-fluoro-4-pyrimidinamine (Example 81, 2.68 g, 8.38 mmol) in DMF (41.90 mL). The resulting mixture was stirred at rt for 30 minutes. Methyl iodide (2.09 mL, 33.51 mmol) was added. The mixture was stirred at rt for additional 18 h, then quenched with water, and extracted with ether. The combined ether extracts were washed with water (25 mL), brine (40 mL), dried over magnesium sulfa... Starting materials: BrBr (bromine), FC(S(=O)(=O)O[Si](C)(C)C)(F)F (trimethylsilyl trifluoromethanesulfonate), C(CC(=O)C)(=O)OCC (ethyl acetoacetate), TEA, O (water). Solvent: C(Cl)Cl (DCM), C(Cl)Cl (DCM). Reaction conditions: temperature 0 celsius, time 90 minute. Product: C(C)OC(C(C(C)=O)Br)=O (2-bromo-3-oxo-butyric Acid Ethyl Ester). RXN SMILES: FC(F)(F)S(O[Si](C)(C)C)(=O)=O.[C:13]([O:19][CH2:20][CH3:21])(=[O:18])[CH2:14][C:15]([CH3:17])=[O:16].[Br:22]Br.O>C(Cl)Cl>[CH2:20]([O:19][C:13](=[O:18])[CH:14]([Br:22])[C:15](=[O:16])[CH3:17])[CH3:21]. Procedure details: At −5° C. trimethylsilyl trifluoromethanesulfonate (36.9 mmol) is added dropwise to a solution of ethyl acetoacetate (30.7 mmol) and TEA (36.9 mmol) in DCM (50 mL). The solution is stirred for 90 min at 0° C. and treated over 30 min with a solution of bromine (30.7 mmol) in DCM (20 mL). After 60 min water (100 mL) is added, the layers are separated and the aq. layer is extracted three times with water (100 mL each). The organic layer is dried over MgSO4 and concentrated under reduced pressure to...